This data is from the Open Reaction Database (ORD), a public repository of structured organic reaction records. The task is: describe an organic reaction: reactants, conditions, products, and yield Reactants: [Li]CCCC, COC(=O)c1nc(C)c(-c2ccncc2)s1, Nc1ccccc1, C1CCOC1. Product: Cc1nc(C(=O)Nc2ccccc2)sc1-c1ccncc1. RXN SMILES: [CH2:1]([Li:2])[CH2:3][CH2:4][CH3:5].[CH3:13][c:14]1[n:15][c:16]([C:25](=[O:26])[O:27][CH3:28])[s:17][c:18]1-[c:19]1[cH:20][cH:21][n:22][cH:23][cH:24]1.[NH2:6][c:7]1[cH:8][cH:9][cH:10][cH:11][cH:12]1.[O:29]1[CH2:30][CH2:31][CH2:32][CH2:33]1>>[NH:6]([c:7]1[cH:8][cH:9][cH:10][cH:11][cH:12]1)[C:25]([c:16]1[n:15][c:14]([CH3:13])[c:18](-[c:19]2[cH:20][cH:21][n:22][cH:23][cH:24]2)[s:17]1)=[O:26].